This data is from the Open Reaction Database (ORD), a public repository of structured organic reaction records. The task is: describe an organic reaction: reactants, conditions, products, and yield Reactants: ClC1=NC=C(C=O)C=C1 (6-chloronicotinaldehyde), C(C)(C)(C)[Li] (tert-butyl lithium), CCCCC (pentane), C(C)(C)(C)OC(=O)N1CCN(CC1)S(=O)(=O)C (1-tert-butoxycarbonyl-4-methanesulfonylpiperazine). Run in O1CCCC1 (tetrahydrofuran), C(C)(C)O (isopropanol), C(C)(=O)OCC (ethyl acetate), O1CCCC1 (tetrahydrofuran). Run at time 2 hour. Product: C(C)(C)(C)OC(=O)N1CCN(CC1)S(=O)(=O)CC(O)C=1C=NC(=CC1)Cl (1-tert-Butoxycarbonyl-4-[[(2RS)-2-(6-chloropyridin-3-yl)-2-hydroxyethyl]sulfonyl]piperazine). As a reaction SMILES: [C:1]([O:5][C:6]([N:8]1[CH2:13][CH2:12][N:11]([S:14]([CH3:17])(=[O:16])=[O:15])[CH2:10][CH2:9]1)=[O:7])([CH3:4])([CH3:3])[CH3:2].C([Li])(C)(C)C.CCCCC.[Cl:28][C:29]1[CH:36]=[CH:35][C:32]([CH:33]=[O:34])=[CH:31][N:30]=1>O1CCCC1.C(OCC)(=O)C.C(O)(C)C>[C:1]([O:5][C:6]([N:8]1[CH2:9][CH2:10][N:11]([S:14]([CH2:17][CH:33]([C:32]2[CH:31]=[N:30][C:29]([Cl:28])=[CH:36][CH:35]=2)[OH:34])(=[O:15])=[O:16])[CH2:12][CH2:13]1)=[O:7])([CH3:4])([CH3:3])[CH3:2]. Procedure details: In tetrahydrofuran (8 ml), 1-tert-butoxycarbonyl-4-methanesulfonylpiperazine (838 mg) was dissolved, followed by the addition of tert-butyl lithium (a 1.7M pentane solution, 1.72 ml) at −78° C. in an argon gas atmosphere. The resulting mixture was stirred for 2 hours. After the dropwise addition of a solution of 6-chloronicotinaldehyde (346 mg) in tetrahydrofuran (tetrahydrofuran: 4 ml) and stirring at −78° C. for 3 hours, the reaction mixture was added with isopropanol (1 ml). The resulting mix... Starting materials: CC(C)=O, NC(=S)c1ccc(Cl)cc1, O, O=C(Cl)Cc1ccccc1, c1ccncc1. RXN SMILES: [CH3:28][C:29](=[O:30])[CH3:31].[Cl:1][c:2]1[cH:3][cH:4][c:5]([C:6](=[S:7])[NH2:8])[cH:9][cH:10]1.[OH2:27].[c:17]1([CH2:23][C:24](=[O:25])[Cl:26])[cH:18][cH:19][cH:20][cH:21][cH:22]1.[cH:11]1[cH:12][cH:13][n:14][cH:15][cH:16]1>>[Cl:1][c:2]1[cH:3][cH:4][c:5]([C:6](=[S:7])[NH:8][C:24]([CH2:23][c:17]2[cH:18][cH:19][cH:20][cH:21][cH:22]2)=[O:25])[cH:9][cH:10]1. Yields the product O=C(Cc1ccccc1)NC(=S)c1ccc(Cl)cc1.